Dataset: the Open Reaction Database (ORD), a public repository of structured organic reaction records. Task: describe an organic reaction: reactants, conditions, products, and yield Reactants: CC(C)(C)OC(=O)NC(CO)C(=O)O, CCOCC, CN(C)C=O, ClCc1cc(Cl)cc(Cl)c1, Cl, [H-], [Na+]. Yields the product CC(C)(C)OC(=O)NC(COCc1cc(Cl)cc(Cl)c1)C(=O)O. As a reaction SMILES: [C:1]([CH3:2])([CH3:3])([CH3:4])[O:5][C:6](=[O:7])[NH:8][CH:9]([CH2:10][OH:11])[C:12](=[O:13])[OH:14].[CH2:33]([O:34][CH2:35][CH3:36])[CH3:37].[CH3:28][N:29]([CH3:30])[CH:31]=[O:32].[Cl:17][c:18]1[cH:19][c:20]([Cl:26])[cH:21][c:22]([CH2:24][Cl:25])[cH:23]1.[ClH:27].[H-:15].[Na+:16]>>[C:1]([CH3:2])([CH3:3])([CH3:4])[O:5][C:6](=[O:7])[NH:8][CH:9]([CH2:10][O:11][CH2:24][c:22]1[cH:21][c:20]([Cl:26])[cH:19][c:18]([Cl:17])[cH:23]1)[C:12](=[O:13])[OH:14]. The reactants are solution, C=O (formaldehyde), Cl (HCl), C1NCCC=2C3=CC=CC=C3NC12 (2,3,4,9-Tetrahydro-1H-β-carboline), [BH3-]C#N.[Na+] (NaCNBH3). Solvent: O (water), CO (MeOH). Conditions: time 2 hour. Product: CN1CC=2NC3=CC=CC=C3C2CC1 (2-Methyl-2,3,4,9-tetrahydro-1H-β-carboline). Isolated yield 94.6%. Reaction SMILES: [CH2:1]1[C:13]2[NH:12][C:11]3[C:6](=[CH:7][CH:8]=[CH:9][CH:10]=3)[C:5]=2[CH2:4][CH2:3][NH:2]1.[BH3-][C:15]#N.[Na+].C=O.Cl>CO.O>[CH3:15][N:2]1[CH2:3][CH2:4][C:5]2[C:6]3[C:11](=[CH:10][CH:9]=[CH:8][CH:7]=3)[NH:12][C:13]=2[CH2:1]1 |f:1.2|. Procedure details: 2,3,4,9-Tetrahydro-1H-β-carboline (0.50 g, 2.9 mmol) and NaCNBH3 (0.44 g, 7.0 mmol) were added to a round bottomed flask, dissolved in MeOH (35 mL), and treated with 3.23 mL of a 27% solution of formaldehyde in water. This mixture was stirred for 2 h, after which, 2N HCl (50 mL) was added, followed by stirring for 15 min. The mixture was taken to pH=11 by addition of concentrated, aqueous NaOH and extracted with methylene chloride (3×30 mL). The combined organic layers were washed with brine, dr... Reaction SMILES: Cl[C:2]1[N:7]=[C:6]([NH:8][C:9]([C:11]2([C:14]3[CH:24]=[CH:23][C:17]4[O:18][C:19]([F:22])([F:21])[O:20][C:16]=4[CH:15]=3)[CH2:13][CH2:12]2)=[O:10])[CH:5]=[C:4]([CH3:25])[C:3]=1[CH3:26].[CH3:27][O:28][C:29]1[C:34](B(O)O)=[CH:33][C:32]([CH3:38])=[CH:31][N:30]=1.C([O-])([O-])=O.[Na+].[Na+]>COCCOC.C1C=CC([P]([Pd]([P](C2C=CC=CC=2)(C2C=CC=CC=2)C2C=CC=CC=2)([P](C2C=CC=CC=2)(C2C=CC=CC=2)C2C=CC=CC=2)[P](C2C=CC=CC=2)(C2C=CC=CC=2)C2C=CC=CC=2)(C2C=CC=CC=2)C2C=CC=CC=2)=CC=1>[F:21][C:19]1([F:22])[O:18][C:17]2[CH:23]=[CH:24][C:14]([C:11]3([C:9]([NH:8][C:6]4[N:7]=[C:2]([C:34]5[C:29]([O:28][CH3:27])=[N:30][CH:31]=[C:32]([CH3:38])[CH:33]=5)[C:3]([CH3:26])=[C:4]([CH3:25])[CH:5]=4)=[O:10])[CH2:13][CH2:12]3)=[CH:15][C:16]=2[O:20]1 |f:2.3.4,^1:54,56,75,94|. Isolated yield 57.0%. The solvent is COCCOC (DME). Starting materials: ClC1=C(C(=CC(=N1)NC(=O)C1(CC1)C1=CC2=C(OC(O2)(F)F)C=C1)C)C (N-(6-chloro-4,5-dimethylpyridin-2-yl)-1-(2,2-difluorobenzo[d][1,3]dioxol-5-yl)cyclopropanecarboxamide), COC1=NC=C(C=C1B(O)O)C (2-methoxy-5-methylpyridin-3-ylboronic acid), C(=O)([O-])[O-].[Na+].[Na+] (Na2CO3). Procedure details: To a mixture of N-(6-chloro-4,5-dimethylpyridin-2-yl)-1-(2,2-difluorobenzo[d][1,3]dioxol-5-yl)cyclopropanecarboxamide (114 mg, 0.3 mmol) and 2-methoxy-5-methylpyridin-3-ylboronic acid (75 mg, 0.45 mmol) in DME (3 mL) and Na2CO3 (2M, 0.3 mL, 0.6 mmol) was added Pd(PPh3)4 (17 mg, 0.015 mmol). The mixture was heated in microwave oven at 120° C. for 30 min. The reaction was re-partitioned between EtOAc and H2O and the aqueous layer was extracted with EtOAc twice. The combined organic layers were was... The product is FC1(OC2=C(O1)C=CC(=C2)C2(CC2)C(=O)NC2=CC(=C(C(=N2)C=2C(=NC=C(C2)C)OC)C)C)F (1-(2,2-difluorobenzo[d][1,3]dioxol-5-yl)-N-(2′-methoxy-3,4,5′-trimethyl-2,3′-bipyridin-6-yl)cyclopropanecarboxamide). The reagents and catalysts are C=1C=CC(=CC1)[P](C=2C=CC=CC2)(C=3C=CC=CC3)[Pd]([P](C=4C=CC=CC4)(C=5C=CC=CC5)C=6C=CC=CC6)([P](C=7C=CC=CC7)(C=8C=CC=CC8)C=9C=CC=CC9)[P](C=1C=CC=CC1)(C=1C=CC=CC1)C=1C=CC=CC1 (Pd(PPh3)4). Conditions: temperature 120 celsius. Starting materials: O=C1CCC(=O)N1Br, ClCCl, CS(=O)(=O)c1ccc(C(=CC2CCCCCCC2)C(=O)O)cc1, Nc1nccs1, c1ccc(P(c2ccccc2)c2ccccc2)cc1. Product: CS(=O)(=O)c1ccc(C(=CC2CCCCCCC2)C(=O)Nc2nccs2)cc1. RXN SMILES: [Br:20][N:21]1[C:22](=[O:23])[CH2:24][CH2:25][C:26]1=[O:27].[CH2:57]([Cl:58])[Cl:59].[CH:28]1([CH:36]=[C:37]([C:38](=[O:39])[OH:40])[c:41]2[cH:42][cH:43][c:44]([S:47](=[O:48])(=[O:49])[CH3:50])[cH:45][cH:46]2)[CH2:29][CH2:30][CH2:31][CH2:32][CH2:33][CH2:34][CH2:35]1.[NH2:51][c:52]1[s:53][cH:54][cH:55][n:56]1.[c:1]1([P:2]([c:3]2[cH:4][cH:5][cH:6][cH:7][cH:8]2)[c:9]2[cH:10][cH:11][cH:12][cH:13][cH:14]2)[cH:15][cH:16][cH:17][cH:18][cH:19]1>>[CH:28]1([CH:36]=[C:37]([C:38](=[O:39])[NH:51][c:52]2[s:53][cH:54][cH:55][n:56]2)[c:41]2[cH:42][cH:43][c:44]([S:47](=[O:48])(=[O:49])[CH3:50])[cH:45][cH:46]2)[CH2:29][CH2:30][CH2:31][CH2:32][CH2:33][CH2:34][CH2:35]1. Reactants: ClC1=C(OC(C(=O)OC)C(C)=O)C=C(C(=C1)F)N1C(N(C(=CC1=O)C(F)(F)F)C)=O (methyl 2-{2-chloro-4-fluoro-5-[3-methyl-2,6-dioxo-4-(trifluoromethyl)-1,2,3,6-tetrahydropyrimidin-1-yl]phenoxy}-3-oxobutyrate), C(NN)(=O)OC (methyl carbazate), ice water, Cl (hydrochloric acid). The solvent is C1(=CC=CC=C1)C (toluene). Product: ClC1=C(OC=2C(=NNC2C)O)C=C(C(=C1)F)N1C(N(C(=CC1=O)C(F)(F)F)C)=O (4-{2-chloro-4-fluoro-5-[3-methyl-2,6-dioxo-4-(trifluoromethyl)-1,2,3,6-tetrahydropyrimidin-1-yl]phenoxy}-3-hydroxy-5-methylpyrazole). Yield: 99.1%. Reaction SMILES: [Cl:1][C:2]1[CH:16]=[C:15]([F:17])[C:14]([N:18]2[C:23](=[O:24])[CH:22]=[C:21]([C:25]([F:28])([F:27])[F:26])[N:20]([CH3:29])[C:19]2=[O:30])=[CH:13][C:3]=1[O:4][CH:5]([C:10](=O)[CH3:11])[C:6](OC)=[O:7].C(OC)(=O)[NH:32][NH2:33].Cl>C1(C)C=CC=CC=1>[Cl:1][C:2]1[CH:16]=[C:15]([F:17])[C:14]([N:18]2[C:23](=[O:24])[CH:22]=[C:21]([C:25]([F:27])([F:26])[F:28])[N:20]([CH3:29])[C:19]2=[O:30])=[CH:13][C:3]=1[O:4][C:5]1[C:6]([OH:7])=[N:32][NH:33][C:10]=1[CH3:11]. Procedure: 3.09 g of methyl 2-{2-chloro-4-fluoro-5-[3-methyl-2,6-dioxo-4-(trifluoromethyl)-1,2,3,6-tetrahydropyrimidin-1-yl]phenoxy}-3-oxobutyrate and 1.23 g of methyl carbazate were suspended in 30 ml of toluene, and the mixture was heated under reflux for 5 hours. The solution was cooled to room temperature, then, the reaction solution was poured into ice water and dilute hydrochloric acid, and extracted with ethyl acetate. The organic layer was washed with saturated saline, dried over anhydrous magnesiu... Reactants: ClC=1C(=NC=CC1)CO (3-chloro-2-(hydroxymethyl)pyridine), C1(=CC=CC=C1)P(=O)(C1=CC=CC=C1)N=[N+]=[N-] (diphenylphosphoryl azide), C1CCC2=NCCCN2CC1 (DBU). The solvent is C1(=CC=CC=C1)C (toluene). Reaction conditions: time 8 hour. Product: Cl.Cl.NCC1=NC=CC=C1Cl (2-Aminomethyl-3-chloropyridine dihydrochloride). RXN SMILES: [Cl:1][C:2]1[C:3]([CH2:8]O)=[N:4][CH:5]=[CH:6][CH:7]=1.C1(P([N:24]=[N+]=[N-])(C2C=CC=CC=2)=O)C=CC=CC=1.C1CCN2C(=NCCC2)CC1>C1(C)C=CC=CC=1>[ClH:1].[ClH:1].[NH2:24][CH2:8][C:3]1[C:2]([Cl:1])=[CH:7][CH:6]=[CH:5][N:4]=1 |f:4.5.6|. Procedure: To a 0° C. solution of 738 mg (5.16 mmol) of 3-chloro-2-(hydroxymethyl)pyridine in 10 mL of toluene, was added 2.13 g (7.74 mmol) of diphenylphosphoryl azide followed by 1.18 g (7.74 mmol) of DBU. After stirring at room temperature overnight, the reaction was partitioned between EtOAc and sat. aq. NaHCO3. The organic layer was separated and the aqueous phase was washed with EtOAc (3×). The combined organic extracts were dried (MgSO4) and concentrated to a dark oil. This resultant crude residue w... Reaction conditions: temperature 80 celsius, time 16 hour. Procedure details: To a mixture of Na3PO4 (9.84 g, 60.0 mmol), methyl cyanoacetate (2.38 g, 24.0 mmol), and tert-butyl 4-bromobenzoate (5.14 g, 20.0 mmol) were added Pd(dba)2 (575 mg, 1.00 mmol), toluene (60 mL), and P(t-Bu)3 (10% wt in hexanes, 11.56 mL, 3.89 mmol). After degassing for 20 minutes, the reaction was stirred at 80° C. for 16 h. The resulting mixture was diluted with EtOAc, washed with H2O and brine, dried (MgSO4), and concentrated. Flash chromatography on silica gel (0-15% EtOAc/hexanes) gave tert-b... Reaction SMILES: [C:1]([CH2:3][C:4]([O:6][CH3:7])=[O:5])#[N:2].Br[C:9]1[CH:21]=[CH:20][C:12]([C:13]([O:15][C:16]([CH3:19])([CH3:18])[CH3:17])=[O:14])=[CH:11][CH:10]=1.P(C(C)(C)C)(C(C)(C)C)C(C)(C)C>C1C=CC(/C=C/C(/C=C/C2C=CC=CC=2)=O)=CC=1.C1C=CC(/C=C/C(/C=C/C2C=CC=CC=2)=O)=CC=1.[Pd].C1(C)C=CC=CC=1>[C:1]([CH:3]([C:9]1[CH:21]=[CH:20][C:12]([C:13]([O:15][C:16]([CH3:17])([CH3:18])[CH3:19])=[O:14])=[CH:11][CH:10]=1)[C:4]([O:6][CH3:7])=[O:5])#[N:2] |f:3.4.5|. Yields the product C(#N)C(C(=O)OC)C1=CC=C(C(=O)OC(C)(C)C)C=C1 (tert-butyl 4-(1-cyano-2-methoxy-2-oxoethyl)benzoate). The reactants are Na3PO4, C(#N)CC(=O)OC (methyl cyanoacetate), BrC1=CC=C(C(=O)OC(C)(C)C)C=C1 (tert-butyl 4-bromobenzoate), P(C(C)(C)C)(C(C)(C)C)C(C)(C)C (P(t-Bu)3). The solvent is hexanes, C1(=CC=CC=C1)C (toluene). Reagents/catalysts: C=1C=CC(=CC1)/C=C/C(=O)/C=C/C2=CC=CC=C2.C=1C=CC(=CC1)/C=C/C(=O)/C=C/C2=CC=CC=C2.[Pd] (Pd(dba)2). Reactants: BrCc1ccccc1, O=C([O-])[O-], CC(C)=O, O=C(O)C1(Cl)CC1(Cl)Cl, [K+], [K+]. Product: O=C(OCc1ccccc1)C1(Cl)CC1(Cl)Cl. Reaction SMILES: [Br:16][CH2:17][c:18]1[cH:19][cH:20][cH:21][cH:22][cH:23]1.[C:10](=[O:11])([O-:12])[O-:13].[CH3:24][C:25](=[O:26])[CH3:27].[Cl:1][C:2]1([C:7](=[O:8])[OH:9])[C:3]([Cl:5])([Cl:6])[CH2:4]1.[K+:14].[K+:15]>>[Cl:1][C:2]1([C:7](=[O:8])[O:9][CH2:17][c:18]2[cH:19][cH:20][cH:21][cH:22][cH:23]2)[C:3]([Cl:5])([Cl:6])[CH2:4]1.